From a dataset of the Open Reaction Database (ORD), a public repository of structured organic reaction records. describe an organic reaction: reactants, conditions, products, and yield Starting materials: N1C=CC2=CC(=CC=C12)C1=NN=C(O1)NC(C)C (5-(1H-indol-5-yl)-N-isopropyl-1,3,4-oxadiazol-2-amine), [OH-].[K+] (KOH), II (I2). Solvent: CN(C)C=O (DMF). Conditions: temperature 0 celsius, time 5 minute. Product: IC1=CNC2=CC=C(C=C12)C1=NN=C(O1)NC(C)C (5-(3-iodo-1H-indol-5-yl)-N-isopropyl-1,3,4-oxadiazol-2-amine). The yield is 61.9%. Reaction SMILES: [NH:1]1[C:9]2[C:4](=[CH:5][C:6]([C:10]3[O:14][C:13]([NH:15][CH:16]([CH3:18])[CH3:17])=[N:12][N:11]=3)=[CH:7][CH:8]=2)[CH:3]=[CH:2]1.[OH-].[K+].[I:21]I>CN(C=O)C>[I:21][C:3]1[C:4]2[C:9](=[CH:8][CH:7]=[C:6]([C:10]3[O:14][C:13]([NH:15][CH:16]([CH3:18])[CH3:17])=[N:12][N:11]=3)[CH:5]=2)[NH:1][CH:2]=1 |f:1.2|. Procedure details: To a solution of 5-(1H-indol-5-yl)-N-isopropyl-1,3,4-oxadiazol-2-amine (150 mg, 0.6148 mmol) in DMF (1.5 mL) was added 1.2M aq. KOH (1.5 mL) and the reaction was stirred at 0° C. for 5 min. I2 (234 mg, 0.9297 mmol) was added and the mixture was stirred for additional 1 h. The reaction was quenched with H2O (10 mL) to get a pink precipitate. The precipitate was filtered, washed with H2O (6 mL) and dried. The crude product was purified with silica-gel column chromatography (eluent: 50% EtOAc in pe...